From a dataset of the Open Reaction Database (ORD), a public repository of structured organic reaction records. describe an organic reaction: reactants, conditions, products, and yield As a reaction SMILES: [C:18]([CH3:19])([CH3:20])([CH3:21])[O:22][C:23](=[O:24])[N:25]1[CH2:26][CH:27]([NH2:32])[CH2:28][CH2:29][CH2:30][CH2:31]1.[CH3:39][CH2:40][O:41][C:42]([CH3:43])=[O:44].[NH2:1][c:2]1[s:3][c:4](-[c:10]2[cH:11][cH:12][c:13]([O:16][CH3:17])[cH:14][cH:15]2)[cH:5][c:6]1[C:7](=[O:8])[OH:9].[O:33]=[CH:34][N:35]([CH3:36])[CH3:37].[OH2:38]>>[NH2:1][c:2]1[s:3][c:4](-[c:10]2[cH:11][cH:12][c:13]([O:16][CH3:17])[cH:14][cH:15]2)[cH:5][c:6]1[C:7](=[O:9])[NH:32][CH:27]1[CH2:26][N:25]([C:23]([O:22][C:18]([CH3:19])([CH3:20])[CH3:21])=[O:24])[CH2:31][CH2:30][CH2:29][CH2:28]1. Yields the product COc1ccc(-c2cc(C(=O)NC3CCCCN(C(=O)OC(C)(C)C)C3)c(N)s2)cc1. Starting materials: CC(C)(C)OC(=O)N1CCCCC(N)C1, CCOC(C)=O, COc1ccc(-c2cc(C(=O)O)c(N)s2)cc1, CN(C)C=O, O. Starting materials: ClC1=C(CCl)C=CC(=C1)Cl (2,4-dichlorobenzyl chloride), [OH-].[K+] (potassium hydroxide), [Br-].[Na+] (sodium bromide), OC1=CC=CN2C1=NC(=CC2=O)C (9-hydroxy-2-methyl-4H-pyrido[ 1,2-a]pyrimidin-4-one). The solvent is C(C)O (ethanol), O (water), CO (methanol). Reaction conditions: time 0.25 hour. Yields the product ClC1=C(COC2=CC=CN3C2=NC(=CC3=O)C)C=CC(=C1)Cl (9-[ (2,4-dichlorobenzyl)oxy]-2-methyl-4H-pyrido[ 1,2-a]-pyrimidin-4-one). As a reaction SMILES: [OH-].[K+].[Br-].[Na+].[OH:5][C:6]1[C:11]2=[N:12][C:13]([CH3:17])=[CH:14][C:15](=[O:16])[N:10]2[CH:9]=[CH:8][CH:7]=1.[Cl:18][C:19]1[CH:26]=[C:25]([Cl:27])[CH:24]=[CH:23][C:20]=1[CH2:21]Cl>O.CO.C(O)C>[Cl:18][C:19]1[CH:26]=[C:25]([Cl:27])[CH:24]=[CH:23][C:20]=1[CH2:21][O:5][C:6]1[C:11]2=[N:12][C:13]([CH3:17])=[CH:14][C:15](=[O:16])[N:10]2[CH:9]=[CH:8][CH:7]=1 |f:0.1,2.3|. Reported procedure: To a solution of 6.6 g of potassium hydroxide (85%) and 10.3 g of sodium bromide in 100 ml of water and 150 ml of methanol is added, in portions, 17.6 g of 9-hydroxy-2-methyl-4H-pyrido[ 1,2-a]pyrimidin-4-one and the mixture stirred for 0.25 hours. To this is then added 19.6 g of 2,4-dichlorobenzyl chloride dissolved in 50 ml of 95% ethanol and the mixture stirred and refluxed for about 6 hours. The mixture is concentrated to dryness in vacuo and the residue is distributed between 500 ml of chlor...